From a dataset of the Open Reaction Database (ORD), a public repository of structured organic reaction records. describe an organic reaction: reactants, conditions, products, and yield The reactants are [Al+3], COc1ccccc1, COc1cc(C(=O)Cl)cc(OC)c1OC, [Cl-], [Cl-], [Cl-], ClCCl, Cl. The product is COc1ccc(C(=O)c2cc(OC)c(OC)c(OC)c2)cc1. Reaction SMILES: [Al+3:2].[CH3:20][O:21][c:22]1[cH:23][cH:24][cH:25][cH:26][cH:27]1.[CH3:5][O:6][c:7]1[cH:8][c:9]([C:10](=[O:11])[Cl:12])[cH:13][c:14]([O:18][CH3:19])[c:15]1[O:16][CH3:17].[Cl-:1].[Cl-:3].[Cl-:4].[Cl:29][CH2:30][Cl:31].[ClH:28]>>[CH3:5][O:6][c:7]1[cH:8][c:9]([C:10](=[O:11])[c:25]2[cH:24][cH:23][c:22]([O:21][CH3:20])[cH:27][cH:26]2)[cH:13][c:14]([O:18][CH3:19])[c:15]1[O:16][CH3:17].